From a dataset of the Open Reaction Database (ORD), a public repository of structured organic reaction records. describe an organic reaction: reactants, conditions, products, and yield Starting materials: CCOC=NC#N, CC1(C)Oc2ccc(C#N)cc2C(N)C1O, CCOC(C)=O. Yields the product CC1(C)Oc2ccc(C#N)cc2C(NC=NC#N)C1O. Reaction SMILES: [C:1](#[N:2])[N:3]=[CH:4][O:5][CH2:6][CH3:7].[C:8](#[N:9])[c:10]1[cH:11][c:12]2[c:13]([cH:22][cH:23]1)[O:14][C:15]([CH3:20])([CH3:21])[CH:16]([OH:19])[CH:17]2[NH2:18].[CH3:24][CH2:25][O:26][C:27](=[O:28])[CH3:29]>>[C:1](#[N:2])[N:3]=[CH:4][NH:18][CH:17]1[c:12]2[cH:11][c:10]([C:8]#[N:9])[cH:23][cH:22][c:13]2[O:14][C:15]([CH3:20])([CH3:21])[CH:16]1[OH:19].